Task: describe an organic reaction: reactants, conditions, products, and yield. Dataset: the Open Reaction Database (ORD), a public repository of structured organic reaction records The reactants are CCOC(C)=O, Fc1ccc(N=C=S)cc1, COc1ccc(C(=O)Nc2ccccc2)cc1N. Product: COc1ccc(C(=O)Nc2ccccc2)cc1NC(=S)Nc1ccc(F)cc1. As a reaction SMILES: [CH3:29][CH2:30][O:31][C:32](=[O:33])[CH3:34].[F:19][c:20]1[cH:21][cH:22][c:23]([N:26]=[C:27]=[S:28])[cH:24][cH:25]1.[NH2:1][c:2]1[cH:3][c:4]([C:5](=[O:6])[NH:7][c:8]2[cH:9][cH:10][cH:11][cH:12][cH:13]2)[cH:14][cH:15][c:16]1[O:17][CH3:18]>>[NH:1]([c:2]1[cH:3][c:4]([C:5](=[O:6])[NH:7][c:8]2[cH:9][cH:10][cH:11][cH:12][cH:13]2)[cH:14][cH:15][c:16]1[O:17][CH3:18])[C:27]([NH:26][c:23]1[cH:22][cH:21][c:20]([F:19])[cH:25][cH:24]1)=[S:28]. Product: C#Cc1ccc(Nc2cc(=O)n(C)cc2C(N)=O)c(F)c1. RXN SMILES: [CH2:34]1[O:35][CH2:36][CH2:37][CH2:38]1.[CH3:32][OH:33].[F:1][c:2]1[c:3]([NH:4][c:5]2[c:6]([C:13](=[O:14])[NH2:15])[cH:7][n:8]([CH3:12])[c:9](=[O:11])[cH:10]2)[cH:16][cH:17][c:18]([C:20]#[C:21][Si:22]([CH3:23])([CH3:24])[CH3:25])[cH:19]1.[K+:26].[K+:27].[O-:28][C:29]([O-:30])=[O:31]>>[F:1][c:2]1[c:3]([NH:4][c:5]2[c:6]([C:13](=[O:14])[NH2:15])[cH:7][n:8]([CH3:12])[c:9](=[O:11])[cH:10]2)[cH:16][cH:17][c:18]([C:20]#[CH:21])[cH:19]1. The reactants are C1CCOC1, CO, Cn1cc(C(N)=O)c(Nc2ccc(C#C[Si](C)(C)C)cc2F)cc1=O, [K+], [K+], O=C([O-])[O-]. Reactants: O (water), [H-].[Na+] (Sodium hydride), OC1=CC=C(CN2C=C(C(=C2)C2=CC=CC=C2)CCC(=O)OCC)C=C1 (ethyl 3-[1-(4-hydroxybenzyl)-4-phenyl-3-pyrrolyl]propionate), ClCC=1N=C(SC1)C1=CC=NC=C1 (4-Chloromethyl-2-(4-pyridyl)thiazole). Run in CN(C=O)C (N,N-dimethylformamide). Reaction conditions: time 15 minute. The product is C1(=CC=CC=C1)C=1C(=CN(C1)CC1=CC=C(C=C1)OCC=1N=C(SC1)C1=CC=NC=C1)CCC(=O)OCC (ethyl 3-[4-phenyl-1-[4-[2-(4-pyridyl)-4-thiazolylmethoxy)benzyl]-3-pyrrolyl]propionate). The yield is 110.4%. RXN SMILES: [H-].[Na+].[OH:3][C:4]1[CH:28]=[CH:27][C:7]([CH2:8][N:9]2[CH:13]=[C:12]([C:14]3[CH:19]=[CH:18][CH:17]=[CH:16][CH:15]=3)[C:11]([CH2:20][CH2:21][C:22]([O:24][CH2:25][CH3:26])=[O:23])=[CH:10]2)=[CH:6][CH:5]=1.Cl[CH2:30][C:31]1[N:32]=[C:33]([C:36]2[CH:41]=[CH:40][N:39]=[CH:38][CH:37]=2)[S:34][CH:35]=1.O>CN(C)C=O>[C:14]1([C:12]2[C:11]([CH2:20][CH2:21][C:22]([O:24][CH2:25][CH3:26])=[O:23])=[CH:10][N:9]([CH2:8][C:7]3[CH:27]=[CH:28][C:4]([O:3][CH2:30][C:31]4[N:32]=[C:33]([C:36]5[CH:41]=[CH:40][N:39]=[CH:38][CH:37]=5)[S:34][CH:35]=4)=[CH:5][CH:6]=3)[CH:13]=2)[CH:19]=[CH:18][CH:17]=[CH:16][CH:15]=1 |f:0.1|. Reported procedure: Sodium hydride (60%, oily, 60.0 mg) was added to a solution of ethyl 3-[1-(4-hydroxybenzyl)-4-phenyl-3-pyrrolyl]propionate (524 mg) in N,N-dimethylformamide (10 ml) at 0° C., and the mixture was stirred at room temperature for 15 minutes. 4-Chloromethyl-2-(4-pyridyl)thiazole (316 mg) was added to the mixture, which was stirred at room temperature for 30 minutes. The reaction mixture was poured into water, which was extracted with ethyl acetate. The ethyl acetate layer was washed with saturated a... Procedure: To a solution of vinyl ether from Step 1 (1.02 g) in CH3CN:H2O 4:1 (25 mL) were successively added NBS (0.82 g) and concentrated HBr (20 μL). After being stirred at r.t. for 4 h, the reaction mixture was treated with 5% aqueous NaHSO3 (1 mL). Ethyl acetate was then added and the organic phase was washed with saturated aqueous NaHCO3, H2O and brine, dried (MgSO4) and evaporated. Flash chromatography of the residue (silica gel; hexane/EtOAc (85:15)) afforded the title compound as a white solid. RXN SMILES: [Br:1][C:2]1[CH:11]=[C:10]2[C:5]([C:6]([C:13]([O:15]CC)=[CH2:14])=[CH:7][C:8](=[O:12])[O:9]2)=[CH:4][CH:3]=1.C1C(=O)N([Br:25])C(=O)C1.Br.OS([O-])=O.[Na+]>CC#N.O.C(OCC)(=O)C>[Br:1][C:2]1[CH:11]=[C:10]2[C:5]([C:6]([C:13](=[O:14])[CH2:15][Br:25])=[CH:7][C:8](=[O:12])[O:9]2)=[CH:4][CH:3]=1 |f:3.4,5.6|. The solvent is CC#N.O (CH3CN H2O), C(C)(=O)OCC (Ethyl acetate). The product is BrC1=CC=C2C(=CC(OC2=C1)=O)C(CBr)=O (7-Bromo-4-(2-bromoacetyl)coumarin). Reaction conditions: time 4 hour. Reactants: BrC1=CC=C2C(=CC(OC2=C1)=O)C(=C)OCC (7-Bromo-4-(1-ethoxyvinyl)coumarin), OS(=O)[O-].[Na+] (NaHSO3), C1CC(=O)N(C1=O)Br (NBS), Br (HBr). As a reaction SMILES: [C:3]([CH3:4])([CH3:5])([CH3:6])[O:7][C:8](=[O:9])[NH:10][CH:11]([C:12](=[O:13])[O:14][CH3:15])[CH2:16][c:17]1[cH:18][cH:19][c:20]([O:23][CH:24]([CH3:25])[CH3:26])[cH:21][cH:22]1.[CH3:28][OH:29].[Li+:1].[OH-:2].[OH2:27]>>[C:3]([CH3:4])([CH3:5])([CH3:6])[O:7][C:8](=[O:9])[NH:10][CH:11]([C:12](=[O:13])[OH:14])[CH2:16][c:17]1[cH:18][cH:19][c:20]([O:23][CH:24]([CH3:25])[CH3:26])[cH:21][cH:22]1. The reactants are COC(=O)C(Cc1ccc(OC(C)C)cc1)NC(=O)OC(C)(C)C, CO, [Li+], [OH-], O. Product: CC(C)Oc1ccc(CC(NC(=O)OC(C)(C)C)C(=O)O)cc1. Reactants: COC=1C=C(C=CC1)N(C(=S)Cl)C (N-(3-methoxyphenyl)-N-methylthiocarbamoyl chloride), C1=C(C=CC2=CC=CC=C12)O (β-naphthol), C([O-])([O-])=O.[K+].[K+] (potassium carbonate), C(C)C(=O)C (methyl ethyl ketone). Solvent: O (water). Product: COC=1C=C(C=CC1)N(C(OC1=CC2=CC=CC=C2C=C1)=S)C (O-2-naphthyl N-(3-methoxyphenyl)-N-methylthiocarbamate). The yield is 48.4%. RXN SMILES: [CH3:1][O:2][C:3]1[CH:4]=[C:5]([N:9]([CH3:13])[C:10](Cl)=[S:11])[CH:6]=[CH:7][CH:8]=1.[CH:14]1[C:23]2[C:18](=[CH:19][CH:20]=[CH:21][CH:22]=2)[CH:17]=[CH:16][C:15]=1[OH:24].C(=O)([O-])[O-].[K+].[K+].C(C(C)=O)C>O>[CH3:1][O:2][C:3]1[CH:4]=[C:5]([N:9]([CH3:13])[C:10](=[S:11])[O:24][C:15]2[CH:16]=[CH:17][C:18]3[C:23](=[CH:22][CH:21]=[CH:20][CH:19]=3)[CH:14]=2)[CH:6]=[CH:7][CH:8]=1 |f:2.3.4|. Procedure: 2.00 g of N-(3-methoxyphenyl)-N-methylthiocarbamoyl chloride, 1.44 g of β-naphthol and 1.66 g of anhydrous potassium carbonate were added to 50 ml of methyl ethyl ketone and heated to reflux for 15 hours. The reaction mixture was poured into water after it was cooled to room temperature and the products were extracted with benzene. The benzene solution was subsequently washed with water and aqueous saturated sodium chloride solution and then benzene was removed by distillation under reduced pres... The reactants are ClC1=NC=C(C=N1)I (2-chloro-5-iodopyrimidine), N1CCOCC1 (morpholine). Product: IC=1C=NC(=NC1)N1CCOCC1 (4-(5-iodopyrimidin-2-yl)morpholine). RXN SMILES: Cl[C:2]1[N:7]=[CH:6][C:5]([I:8])=[CH:4][N:3]=1.[NH:9]1[CH2:14][CH2:13][O:12][CH2:11][CH2:10]1>>[I:8][C:5]1[CH:4]=[N:3][C:2]([N:9]2[CH2:14][CH2:13][O:12][CH2:11][CH2:10]2)=[N:7][CH:6]=1. Reported procedure: The mixture of 2-chloro-5-iodopyrimidine (0.200 g, 0.836 mmol) in morpholine (3.0 mL) was refluxed for 2-3 h. The reaction mass was quenched in water and the solid obtained was filtered off. The obtained solid was dried to afford 0.180 g of the desired product. 1H NMR (300 MHz, DMSO d6): δ 3.63 (s, 8H), 8.52 (s, 2H); MS (m/z): 292.25 (M+H)+. As a reaction SMILES: Br[C:2]1[CH:7]=[CH:6][N:5]2[C:8]([C:11]([NH:13][C:14]3[CH:19]=[C:18]([C:20](=[O:32])[NH:21][CH2:22][CH2:23][N:24]4[C@H:29]([CH3:30])[CH2:28][CH2:27][CH2:26][C@@H:25]4[CH3:31])[CH:17]=[CH:16][C:15]=3[F:33])=[O:12])=[CH:9][N:10]=[C:4]2[CH:3]=1.[F:34][C:35]1[CH:36]=[C:37](B(O)O)[CH:38]=[CH:39][C:40]=1[C:41]([O:43]C)=[O:42]>>[CH3:30][C@H:29]1[CH2:28][CH2:27][CH2:26][C@@H:25]([CH3:31])[N:24]1[CH2:23][CH2:22][NH:21][C:20]([C:18]1[CH:17]=[CH:16][C:15]([F:33])=[C:14]([NH:13][C:11]([C:8]2[N:5]3[CH:6]=[CH:7][C:2]([C:37]4[CH:38]=[CH:39][C:40]([C:41]([OH:43])=[O:42])=[C:35]([F:34])[CH:36]=4)=[CH:3][C:4]3=[N:10][CH:9]=2)=[O:12])[CH:19]=1)=[O:32]. Procedure: The title compound was prepared from 7-bromo-N-(5-(2-(2,6-cis-dimethylpiperidin-1-yl)ethylcarbamoyl)-2-fluorophenyl)imidazo[1,2-a]pyridine-3-carboxamide (Intermediate 4C) and 3-fluoro-4-(methoxycarbonyl)phenylboronic acid analogously to Example 1.20; Starting materials: BrC1=CC=2N(C=C1)C(=CN2)C(=O)NC2=C(C=CC(=C2)C(NCCN2[C@H](CCC[C@H]2C)C)=O)F (7-bromo-N-(5-(2-(2,6-cis-dimethylpiperidin-1-yl)ethylcarbamoyl)-2-fluorophenyl)imidazo[1,2-a]pyridine-3-carboxamide), BrC1=CC=2N(C=C1)C(=CN2)C(=O)NC2=C(C=CC(=C2)C(NCCN2[C@H](CCC[C@H]2C)C)=O)F (7-bromo-N-(5-(2-(2,6-cis-dimethylpiperidin-1-yl)ethylcarbamoyl)-2-fluorophenyl)imidazo[1,2-a]pyridine-3-carboxamide), FC=1C=C(C=CC1C(=O)OC)B(O)O (3-fluoro-4-(methoxycarbonyl)phenylboronic acid). Product: C[C@@H]1N([C@@H](CCC1)C)CCNC(=O)C=1C=CC(=C(C1)NC(=O)C1=CN=C2N1C=CC(=C2)C2=CC(=C(C(=O)O)C=C2)F)F (4-(3-(5-(2-(2,6-cis-Dimethylpiperidin-1-yl)ethylcarbamoyl)-2-fluorophenyl carbamoyl)imidazo[1,2-a]pyridin-7-yl)-2-fluorobenzoic Acid). Starting materials: solution, C(C)(C)(C)[Li] (tert.butyl-lithium), C(=O)=O (carbon dioxide), BrC=1C=C2C(CCC(C2=CC1CCCCCC)(C)C)(C)C (6-bromo-7-hexyl-1,1,4,4-tetramethyl-1, 2,3,4-tetrahydro-naphthalene), Cl (hydrochloric acid). Solvent: CCCCC (pentane), O1CCCC1 (tetrahydrofuran). Reaction conditions: temperature -78 celsius, time 1 hour. Product: C(CCCCC)C=1C(=CC=2C(CCC(C2C1)(C)C)(C)C)C(=O)O (3-hexyl-5,5,8,8-tetramethyl-5,6,7,8-tetrahydro-naphthalen-2-yl-carboxylic acid). As a reaction SMILES: Br[C:2]1[CH:3]=[C:4]2[C:9](=[CH:10][C:11]=1[CH2:12][CH2:13][CH2:14][CH2:15][CH2:16][CH3:17])[C:8]([CH3:19])([CH3:18])[CH2:7][CH2:6][C:5]2([CH3:21])[CH3:20].C([Li])(C)(C)C.[C:27](=[O:29])=[O:28].Cl>O1CCCC1.CCCCC>[CH2:12]([C:11]1[C:2]([C:27]([OH:29])=[O:28])=[CH:3][C:4]2[C:5]([CH3:20])([CH3:21])[CH2:6][CH2:7][C:8]([CH3:19])([CH3:18])[C:9]=2[CH:10]=1)[CH2:13][CH2:14][CH2:15][CH2:16][CH3:17]. Procedure details: 15 g of 6-bromo-7-hexyl-1,1,4,4-tetramethyl-1, 2,3,4-tetrahydro-naphthalene were dissolved in 180 ml of tetrahydrofuran and treated dropwise at -78° C. with 64.5 ml of a 1.5 molar solution of tert.butyl-lithium in pentane. After stirring at -78° C. for 1 hour, a carbon dioxide stream was conducted vigorously into the reaction vessel for 2 hours. Subsequently, the reaction mixture was acidified by the addition of 190 ml of 2N hydrochloric acid, extracted several times with ethyl acetate, washed w...